This data is from the Open Reaction Database (ORD), a public repository of structured organic reaction records. The task is: describe an organic reaction: reactants, conditions, products, and yield The yield is 95.0%. As a reaction SMILES: [CH2:1]([O:3][C:4](=[O:26])[C:5]([C:7]1[C:15]2[C:10](=[CH:11][C:12]([O:16]CC3C=CC=CC=3)=[CH:13][CH:14]=2)[N:9]([CH2:24][CH3:25])[CH:8]=1)=O)[CH3:2]>O1CCOCC1>[CH2:1]([O:3][C:4](=[O:26])[CH2:5][C:7]1[C:15]2[C:10](=[CH:11][C:12]([OH:16])=[CH:13][CH:14]=2)[N:9]([CH2:24][CH3:25])[CH:8]=1)[CH3:2]. The reactants are C(C)OC(C(=O)C1=CN(C2=CC(=CC=C12)OCC1=CC=CC=C1)CC)=O ((6-Benzyloxy-1-ethyl-1H-indol-3-yl)-oxo-acetic acid ethyl ester). Procedure details: (6-Benzyloxy-1-ethyl-1H-indol-3-yl)-oxo-acetic acid ethyl ester (0.843 g, 2.40 mmol) is dissolved in anhydrous dioxane (10 mL) then purged and back filled with nitrogen a few times. Palladium on carbon (10%) (0.200 g, 20% by wt.) is added and the reaction followed by heating to reflux. Slow addition of a saturated solution of sodium hypophosphite is initiated and the reaction is monitored by TLC. After the starting material is completely consumed, the reaction is allowed to cool to room temperat... Product: C(C)OC(CC1=CN(C2=CC(=CC=C12)O)CC)=O ((1-Ethyl-6-hydroxy-1H-indol-3-yl)-acetic acid ethyl ester). The solvent is O1CCOCC1 (dioxane). Reactants: C(C1=CC=CC=C1)OC(C(F)(F)F)C=1C=C(CC=2N=C(C3=C(NC4=CC(=CC=C34)C(=O)OC)N2)Cl)C=CC1 (methyl 2-(3-(1-(benzyloxy)-2,2,2-trifluoroethyl)benzyl)-4-chloro-9H-pyrimido[4,5-b]indole-7-carboxylate), NCCCN(CCCN)C (N1-(3-aminopropyl)-N1-methylpropane-1,3-diamine), CO (MeOH). Conditions: temperature 140 celsius. Product: NCCCN(CCCNC1=NC(=NC=2NC3=CC(=CC=C3C21)C(=O)OC)CC2=CC(=CC=C2)C(C(F)(F)F)OCC2=CC=CC=C2)C (methyl 4-((3-((3-aminopropyl)(methyl)amino)propyl)amino)-2-(3-(1-(benzyloxy)-2,2,2-trifluoroethyl)benzyl)-9H-pyrimido[4,5-b]indole-7-carboxylate). Yield: 63.9%. Reaction SMILES: [CH2:1]([O:8][CH:9]([C:14]1[CH:15]=[C:16]([CH:36]=[CH:37][CH:38]=1)[CH2:17][C:18]1[N:19]=[C:20](Cl)[C:21]2[C:29]3[C:24](=[CH:25][C:26]([C:30]([O:32][CH3:33])=[O:31])=[CH:27][CH:28]=3)[NH:23][C:22]=2[N:34]=1)[C:10]([F:13])([F:12])[F:11])[C:2]1[CH:7]=[CH:6][CH:5]=[CH:4][CH:3]=1.[NH2:39][CH2:40][CH2:41][CH2:42][N:43]([CH3:48])[CH2:44][CH2:45][CH2:46][NH2:47].CO>>[NH2:39][CH2:40][CH2:41][CH2:42][N:43]([CH3:48])[CH2:44][CH2:45][CH2:46][NH:47][C:20]1[C:21]2[C:29]3[C:24](=[CH:25][C:26]([C:30]([O:32][CH3:33])=[O:31])=[CH:27][CH:28]=3)[NH:23][C:22]=2[N:34]=[C:18]([CH2:17][C:16]2[CH:36]=[CH:37][CH:38]=[C:14]([CH:9]([O:8][CH2:1][C:2]3[CH:7]=[CH:6][CH:5]=[CH:4][CH:3]=3)[C:10]([F:13])([F:12])[F:11])[CH:15]=2)[N:19]=1. Reported procedure: A mixture of methyl 2-(3-(1-(benzyloxy)-2,2,2-trifluoroethyl)benzyl)-4-chloro-9H-pyrimido[4,5-b]indole-7-carboxylate (0.375 g, 0.695 mmol) and N1-(3-aminopropyl)-N1-methylpropane-1,3-diamine (0.784 mL, 4.86 mmol) in MeOH (9.83 mL, 243 mmol) was heated in a microwave oven to 140° C. for 30 minutes. Then, after concentration to dryness under reduced pressure the resulting brown oil was purified by flash chromatography to afford methyl 4-((3-((3-aminopropyl)(methyl)amino)propyl)amino)-2-(3-(1-(benz... Reactants: O=C1CCCCCCCCCCCCCCCO1, CCCC[N+](CCCC)(CCCC)CCCC, Cc1ccccc1, [Na+], [OH-], O=S(=O)([O-])O. The product is O=C(O)CCCCCCCCCCCCCCCO. As a reaction SMILES: [C:1]1(=[O:18])[CH2:2][CH2:3][CH2:4][CH2:5][CH2:6][CH2:7][CH2:8][CH2:9][CH2:10][CH2:11][CH2:12][CH2:13][CH2:14][CH2:15][CH2:16][O:17]1.[CH2:26]([N+:27]([CH2:28][CH2:29][CH2:30][CH3:31])([CH2:32][CH2:33][CH2:34][CH3:35])[CH2:36][CH2:37][CH2:38][CH3:39])[CH2:40][CH2:41][CH3:42].[CH3:43][c:44]1[cH:45][cH:46][cH:47][cH:48][cH:49]1.[Na+:20].[OH-:19].[S:21]([O-:22])([OH:23])(=[O:24])=[O:25]>>[C:1]([CH2:2][CH2:3][CH2:4][CH2:5][CH2:6][CH2:7][CH2:8][CH2:9][CH2:10][CH2:11][CH2:12][CH2:13][CH2:14][CH2:15][CH2:16][OH:19])([OH:17])=[O:18]. Starting materials: C1CCOC1, CC(=O)Cl, FC(F)c1nc2ccccc2n1-c1nc(N2CCNCC2)nc(N2CCOCC2)n1, O. Product: CC(=O)N1CCN(c2nc(N3CCOCC3)nc(-n3c(C(F)F)nc4ccccc43)n2)CC1. RXN SMILES: [CH2:35]1[O:36][CH2:37][CH2:38][CH2:39]1.[CH3:1][C:2]([Cl:3])=[O:4].[F:5][CH:6]([c:7]1[n:8][c:9]2[c:10]([n:11]1-[c:12]1[n:13][c:14]([N:24]3[CH2:25][CH2:26][NH:27][CH2:28][CH2:29]3)[n:15][c:16]([N:18]3[CH2:19][CH2:20][O:21][CH2:22][CH2:23]3)[n:17]1)[cH:30][cH:31][cH:32][cH:33]2)[F:34].[OH2:40]>>[CH3:1][C:2](=[O:4])[N:27]1[CH2:26][CH2:25][N:24]([c:14]2[n:13][c:12](-[n:11]3[c:7]([CH:6]([F:5])[F:34])[n:8][c:9]4[c:10]3[cH:30][cH:31][cH:32][cH:33]4)[n:17][c:16]([N:18]3[CH2:19][CH2:20][O:21][CH2:22][CH2:23]3)[n:15]2)[CH2:29][CH2:28]1. The reactants are BrC=1C=C(C=CC1)C(CC(=O)N(C)OC)C1=C(C=CC=C1)C (3-(3-Bromo-phenyl)-N-methoxy-N-methyl-3-o-tolyl-propionamide), BrC=1C=NC=C(C1)Br (3,5-dibromopyridine), C(C)(C)[Mg]Br (i-propylmagnesium bromide). Product: BrC=1C=C(C=CC1)C(CC(=O)C=1C=NC=C(C1)Br)C1=C(C=CC=C1)C (3-(3-Bromo-phenyl)-1-(5-bromo-pyridin-3-yl)-3-o-tolyl-propan-1-one). RXN SMILES: [Br:1][C:2]1[CH:3]=[C:4]([CH:8]([C:16]2[CH:21]=[CH:20][CH:19]=[CH:18][C:17]=2[CH3:22])[CH2:9][C:10](N(OC)C)=[O:11])[CH:5]=[CH:6][CH:7]=1.Br[C:24]1[CH:25]=[N:26][CH:27]=[C:28]([Br:30])[CH:29]=1.C([Mg]Br)(C)C>>[Br:1][C:2]1[CH:3]=[C:4]([CH:8]([C:16]2[CH:21]=[CH:20][CH:19]=[CH:18][C:17]=2[CH3:22])[CH2:9][C:10]([C:24]2[CH:25]=[N:26][CH:27]=[C:28]([Br:30])[CH:29]=2)=[O:11])[CH:5]=[CH:6][CH:7]=1. Reported procedure: In analogy to example 74, step 5, from 3-(3-bromo-phenyl)-N-methoxy-N-methyl-3-o-tolyl-propionamide (example 98, step 4) and 3,5-dibromopyridine (CAS RN: [625-92-3]) using i-propylmagnesium bromide instead of n-butyllithium was prepared the title compound as a white solid, MS (ESI+): m/z=457.9738 ([M+H]+, 1Br). Reactants: C(C)C1=C(N)C(=CC=C1)CC (2,6-Diethylaniline), ClCC1OCCCCO1 (2-chloromethyl-1,3-dioxepane), C([O-])([O-])=O.[K+].[K+] (potassium carbonate). The solvent is CN(C=O)C (dimethylformamide). Yields the product O1C(OCCCC1)CNC1=C(C=CC=C1CC)CC (N-(1,3-dioxepan-2-ylmethyl)-2,6-diethylaniline). Reaction SMILES: [CH2:1]([C:3]1[CH:9]=[CH:8][CH:7]=[C:6]([CH2:10][CH3:11])[C:4]=1[NH2:5])[CH3:2].Cl[CH2:13][CH:14]1[O:20][CH2:19][CH2:18][CH2:17][CH2:16][O:15]1.C(=O)([O-])[O-].[K+].[K+]>CN(C)C=O>[O:15]1[CH2:16][CH2:17][CH2:18][CH2:19][O:20][CH:14]1[CH2:13][NH:5][C:4]1[C:6]([CH2:10][CH3:11])=[CH:7][CH:8]=[CH:9][C:3]=1[CH2:1][CH3:2] |f:2.3.4|. Procedure: 2,6-Diethylaniline (75 grams), 2-chloromethyl-1,3-dioxepane (15 grams), potassium carbonate (34 grams) and dimethylformamide (60 ml) are charged into a glass reaction vessel equipped with a mechanical stirrer, thermometer and reflux condenser. The reaction mixture is heated at reflux for a period of about 18 hours. After this time the mixture is filtered and distilled to yield the desired product N-(1,3-dioxepan-2-ylmethyl)-2,6-diethylaniline. Reactants: OCC(O)CO (glycerol), C(CCCCC(=O)O)(=O)O (adipic acid), C(CCCCCCCCCCCCCCCCC)(=O)O (stearic acid), [Sn] (tin), OP(=O)O (H3PO3). Run at time 2 hour. Product: C(CCCCCCCCCCCCCCCCC)(=O)O.C(CCCCC(=O)O)(=O)O.OCC(O)CO (glycerol adipate stearate). As a reaction SMILES: [OH:1][CH2:2][CH:3]([CH2:5][OH:6])[OH:4].[C:7]([OH:16])(=[O:15])[CH2:8][CH2:9][CH2:10][CH2:11][C:12]([OH:14])=[O:13].[C:17]([OH:36])(=[O:35])[CH2:18][CH2:19][CH2:20][CH2:21][CH2:22][CH2:23][CH2:24][CH2:25][CH2:26][CH2:27][CH2:28][CH2:29][CH2:30][CH2:31][CH2:32][CH2:33][CH3:34].[Sn].OP(O)=O>>[C:17]([OH:36])(=[O:35])[CH2:18][CH2:19][CH2:20][CH2:21][CH2:22][CH2:23][CH2:24][CH2:25][CH2:26][CH2:27][CH2:28][CH2:29][CH2:30][CH2:31][CH2:32][CH2:33][CH3:34].[C:7]([OH:16])(=[O:15])[CH2:8][CH2:9][CH2:10][CH2:11][C:12]([OH:14])=[O:13].[OH:1][CH2:2][CH:3]([CH2:5][OH:6])[OH:4] |f:5.6.7,^3:36|. Reported procedure: 88 g (0.96 mole) glycerol, 121 g (0.83 mole) adipic acid, 290 g (1.07 mole) technical stearic acid, 0.5 g tin powder and 0.5 g H3PO3 were heated for 4.5 hours to 200°-210° C., initially under normal pressure. After 30 minutes' heating, a slight vacuum was applied; in the course of the next 2 hours, the pressure was reduced to 13 mbar and thereafter was kept at that value for 2 hours. After the addition of bleaching earth, the yellowish, clear reaction mixture was subjected to pressure filtration... Procedure: The title compound was prepared in analogy to Example 1-2 by using 3-(cyclopropylsulfonyl)-1H-indole (prepared in an analogy to 3-ethanesulfonyl-1H-indole) and 5-chloro-2-(chloromethyl)-1-(3-(methylsulfonyl)propyl)-1H-benzo[d]imidazole instead of 3-(methylsulfonyl)-1H-indole and 5-chloro-2-(chloromethyl)-1-(3-(methylsulfonyl)propyl)-1H-benzo[d]imidazole. As a reaction SMILES: [CH:1]1([S:4]([C:7]2[C:15]3[C:10](=[CH:11][CH:12]=[CH:13][CH:14]=3)[NH:9][CH:8]=2)(=[O:6])=[O:5])[CH2:3][CH2:2]1.C(S(C1C2C(=CC=CC=2)NC=1)(=O)=O)C.[Cl:30][C:31]1[CH:48]=[CH:47][C:34]2[N:35]([CH2:40][CH2:41][CH2:42][S:43]([CH3:46])(=[O:45])=[O:44])[C:36]([CH2:38]Cl)=[N:37][C:33]=2[CH:32]=1>>[Cl:30][C:31]1[CH:48]=[CH:47][C:34]2[N:35]([CH2:40][CH2:41][CH2:42][S:43]([CH3:46])(=[O:44])=[O:45])[C:36]([CH2:38][N:9]3[C:10]4[C:15](=[CH:14][CH:13]=[CH:12][CH:11]=4)[C:7]([S:4]([CH:1]4[CH2:3][CH2:2]4)(=[O:6])=[O:5])=[CH:8]3)=[N:37][C:33]=2[CH:32]=1. Product: ClC1=CC2=C(N(C(=N2)CN2C=C(C3=CC=CC=C23)S(=O)(=O)C2CC2)CCCS(=O)(=O)C)C=C1 (5-Chloro-2-{[3-(cyclopropylsulfonyl)-1H-indol-1-yl]methyl}-1-[3-(methylsulfonyl)propyl]-1H-benzimidazole). Starting materials: C(C)S(=O)(=O)C1=CNC2=CC=CC=C12 (3-ethanesulfonyl-1H-indole), ClC1=CC2=C(N(C(=N2)CCl)CCCS(=O)(=O)C)C=C1 (5-chloro-2-(chloromethyl)-1-(3-(methylsulfonyl)propyl)-1H-benzo[d]imidazole), ClC1=CC2=C(N(C(=N2)CCl)CCCS(=O)(=O)C)C=C1 (5-chloro-2-(chloromethyl)-1-(3-(methylsulfonyl)propyl)-1H-benzo[d]imidazole), C1(CC1)S(=O)(=O)C1=CNC2=CC=CC=C12 (3-(cyclopropylsulfonyl)-1H-indole). The reactants are CN1CCCC1=O, CSc1ncnc2cc(-c3c(-c4ccccc4)ncn3C)sc12, [Cl-], N, [NH4+]. Yields the product Cn1cnc(-c2ccccc2)c1-c1cc2ncnc(N)c2s1. RXN SMILES: [CH3:27][N:28]1[CH2:29][CH2:30][CH2:31][C:32]1=[O:33].[CH3:4][n:5]1[cH:6][n:7][c:8](-[c:21]2[cH:22][cH:23][cH:24][cH:25][cH:26]2)[c:9]1-[c:10]1[cH:11][c:12]2[n:13][cH:14][n:15][c:16]([S:19][CH3:20])[c:17]2[s:18]1.[Cl-:2].[NH3:1].[NH4+:3]>>[NH2:1][c:16]1[n:15][cH:14][n:13][c:12]2[cH:11][c:10](-[c:9]3[n:5]([CH3:4])[cH:6][n:7][c:8]3-[c:21]3[cH:22][cH:23][cH:24][cH:25][cH:26]3)[s:18][c:17]21. The reactants are O=C(CNC(=O)C=1N=NC(=CC1)N1CCN(CC1)C(C1=C(C=CC(=C1)F)C(F)(F)F)=O)C1=CC=CC=C1 (6-[4-(5-fluoro-2-trifluoromethylbenzoyl)piperazin-1-yl]pyridazine-3-carboxylic acid (2-oxo-2-phenylethyl) amide). Reagents/catalysts: S(O)(O)(=O)=O (sulfuric acid). The product is FC=1C=CC(=C(C1)C(=O)N1CCN(CC1)C=1N=NC(=CC1)C=1OC(=CN1)C1=CC=CC=C1)C(F)(F)F ((5-fluoro-2-trifluoromethylphenyl)-{4-[6-(5-phenyloxazol-2-yl)pyridazin-3-yl]piperazin-1-yl}methanone). Isolated yield 82.0%. As a reaction SMILES: O=[C:2]([C:32]1[CH:37]=[CH:36][CH:35]=[CH:34][CH:33]=1)[CH2:3][NH:4][C:5]([C:7]1[N:8]=[N:9][C:10]([N:13]2[CH2:18][CH2:17][N:16]([C:19](=[O:31])[C:20]3[CH:25]=[C:24]([F:26])[CH:23]=[CH:22][C:21]=3[C:27]([F:30])([F:29])[F:28])[CH2:15][CH2:14]2)=[CH:11][CH:12]=1)=[O:6]>S(=O)(=O)(O)O>[F:26][C:24]1[CH:23]=[CH:22][C:21]([C:27]([F:29])([F:28])[F:30])=[C:20]([C:19]([N:16]2[CH2:17][CH2:18][N:13]([C:10]3[N:9]=[N:8][C:7]([C:5]4[O:6][C:2]([C:32]5[CH:33]=[CH:34][CH:35]=[CH:36][CH:37]=5)=[CH:3][N:4]=4)=[CH:12][CH:11]=3)[CH2:14][CH2:15]2)=[O:31])[CH:25]=1. Procedure: A few drops of concentrated sulfuric acid was added to 6-[4-(5-fluoro-2-trifluoromethylbenzoyl)piperazin-1-yl]pyridazine-3-carboxylic acid (2-oxo-2-phenylethyl) amide (0.100 g, 0.194 mmol). This mixture was stirred at ambient temperature over night. The reaction was quenched with ice water, followed by the addition of 2 mL of 5% ammonia solution. The resulting mixture was extracted with ethyl acetate. The organic layers were combined, dried over anhydrous sodium sulphate, then concentrated in va...